This data is from the Open Reaction Database (ORD), a public repository of structured organic reaction records. The task is: describe an organic reaction: reactants, conditions, products, and yield Procedure: (3aRS,4SR,6RS,6aSR)-2-Benzyl-4-(4-bromo-phenyl)-6-methyl-tetrahydro -pyrrolo[3,4-c]pyrrole-1,3-dione was prepared from N-benzylmaleimide, D,L-alanine and 4-bromobenzaldehyde in an analogous manner to Example 2.a). 47% were isolated as colourless crystals. M.p.: 170°-172° C. FAB-MS: 799 ([2M+3H]+, 10); 552 (3); (399 ([M+H]+, 100); 238 (9); 211 (29); 91 (61). RXN SMILES: [CH2:1]([N:8]1[C:12](=[O:13])[CH:11]=[CH:10][C:9]1=[O:14])[C:2]1[CH:7]=[CH:6][CH:5]=[CH:4][CH:3]=1.[NH2:15][CH:16](C(O)=O)[CH3:17].[Br:21][C:22]1[CH:29]=[CH:28][C:25]([CH:26]=O)=[CH:24][CH:23]=1>>[CH2:1]([N:8]1[C:12](=[O:13])[CH:11]2[CH:10]([CH:16]([CH3:17])[NH:15][CH:26]2[C:25]2[CH:28]=[CH:29][C:22]([Br:21])=[CH:23][CH:24]=2)[C:9]1=[O:14])[C:2]1[CH:3]=[CH:4][CH:5]=[CH:6][CH:7]=1. Starting materials: ( 3 ), ( 61 ), C(C1=CC=CC=C1)N1C(C=CC1=O)=O (N-benzylmaleimide), NC(C)C(=O)O (D,L-alanine), BrC1=CC=C(C=O)C=C1 (4-bromobenzaldehyde), ( 9 ), ( 29 ). Yields the product C(C1=CC=CC=C1)N1C(C2C(NC(C2C1=O)C1=CC=C(C=C1)Br)C)=O ((3aRS,4SR,6RS,6aSR)-2-Benzyl-4-(4-bromo-phenyl)-6-methyl-tetrahydro -pyrrolo[3,4-c]pyrrole-1,3-dione). Reactants: BrC1=CC=C(C=C1)[C@@H]1CC[C@H](CC1)CCCCC (1-bromo-4-(trans-4-pentylcyclohexyl)benzene), C[Si](C)(C)C#C (trimethylsilylacetylene). The reagents and catalysts are Cl[Pd]([P](C1=CC=CC=C1)(C2=CC=CC=C2)C3=CC=CC=C3)([P](C4=CC=CC=C4)(C5=CC=CC=C5)C6=CC=CC=C6)Cl (bis(triphenylphosphine)palladium(II) chloride), [Cu]I (copper(I) iodide). Solvent: C(C)(C)NC(C)C (diisopropylamine). The product is C[Si](C)(C)C#CC1=CC=C(C=C1)[C@@H]1CC[C@H](CC1)CCCCC (1-(trimethylsilylethynyl)-4-(trans-4-pentylcyclohexyl)benzene). Isolated yield 69.3%. As a reaction SMILES: Br[C:2]1[CH:7]=[CH:6][C:5]([C@H:8]2[CH2:13][CH2:12][C@H:11]([CH2:14][CH2:15][CH2:16][CH2:17][CH3:18])[CH2:10][CH2:9]2)=[CH:4][CH:3]=1.[CH3:19][Si:20]([C:23]#[CH:24])([CH3:22])[CH3:21]>C(NC(C)C)(C)C.Cl[Pd](Cl)([P](C1C=CC=CC=1)(C1C=CC=CC=1)C1C=CC=CC=1)[P](C1C=CC=CC=1)(C1C=CC=CC=1)C1C=CC=CC=1.[Cu]I>[CH3:19][Si:20]([C:23]#[C:24][C:2]1[CH:7]=[CH:6][C:5]([C@H:8]2[CH2:13][CH2:12][C@H:11]([CH2:14][CH2:15][CH2:16][CH2:17][CH3:18])[CH2:10][CH2:9]2)=[CH:4][CH:3]=1)([CH3:22])[CH3:21] |^1:34,53|. Reported procedure: 10.00 g (32.36 mmol) of 1-bromo-4-(trans-4-pentylcyclohexyl)benzene, 3.89 g (35.60 mmol) of trimethylsilylacetylene, 0.45 g (0.65 mmol) of bis(triphenylphosphine)palladium(II) chloride and 0.062 g (0.32 mmol) of copper(I) iodide are heated for 6 hours at the reflux temperature in 100 ml of diisopropylamine. The solvent is subsequently stripped off, and the soluble constituents of the residue are chromatographed on silica gel using n-hexane, giving 7.32 g of 1-(trimethylsilylethynyl)-4-(trans-4-p... The reactants are ClC1=C(C=CC=2N(C(=NC21)C(F)(F)F)CC(F)(F)F)OC (4-chloro-5-(methyloxy)-1-(2,2,2-trifluoroethyl)-2-(trifluoromethyl)-1H-benzimidazole), B(Br)(Br)Br (BBr3). The solvent is C(Cl)Cl (CH2Cl2). Run at time 2 hour. The product is ClC1=C(C=CC=2N(C(=NC21)C(F)(F)F)CC(F)(F)F)O (4-Chloro-1-(2,2,2-trifluoroethyl)-2-(trifluoromethyl)-1H-benzimidazol-5-ol). The yield is 76.6%. Reaction SMILES: [Cl:1][C:2]1[C:10]2[N:9]=[C:8]([C:11]([F:14])([F:13])[F:12])[N:7]([CH2:15][C:16]([F:19])([F:18])[F:17])[C:6]=2[CH:5]=[CH:4][C:3]=1[O:20]C.B(Br)(Br)Br>C(Cl)Cl>[Cl:1][C:2]1[C:10]2[N:9]=[C:8]([C:11]([F:14])([F:12])[F:13])[N:7]([CH2:15][C:16]([F:17])([F:18])[F:19])[C:6]=2[CH:5]=[CH:4][C:3]=1[OH:20]. Procedure: A CH2Cl2 (15 mL) solution of 4-chloro-5-(methyloxy)-1-(2,2,2-trifluoroethyl)-2-(trifluoromethyl)-1H-benzimidazole (0.14 g, 0.422 mmol) at rt was treated dropwise with BBr3 (1M CH2Cl2, 1.055 ml, 1.055 mmol) and stirred for 2 h. The mixture was quenched with saturated aqueous NaHCO3, adjusted to a pH of 7, and extracted with CH2Cl2. The combined organic portions were washed combined with brine, dried over Na2SO4, filtered, and concentrated in vacuo. Purification (SiO2; EtOAc/hexanes) afforded the ... Starting materials: C(C1=CC=CC=C1)(=O)NC1=NC(N([C@H]2[C@H](OCCC)[C@H](O)[C@@H](CO)O2)C=C1)=O (N4-Benzoyl-2'-O-propylcytidine), COC=1C(=C(C(C2=CC=CC=C2)(C2=CC=CC=C2)Cl)C=CC1)OC (dimethoxytrityl chloride). Product: C(C1=CC=CC=C1)(=O)NC1=NC(N([C@H]2[C@H](OCCC)[C@H](O)[C@@H](COC(C3=C(C(=CC=C3)OC)OC)(C3=CC=CC=C3)C3=CC=CC=C3)O2)C=C1)=O (N4-Benzoyl-5'-O-(dimethoxytrityl)-2'-O-propylcytidine). Isolated yield 49.0%. RXN SMILES: [C:1]([NH:9][C:10]1[CH:27]=[CH:26][N:13]([C@@H:14]2[O:25][C@H:22]([CH2:23][OH:24])[C@@H:20]([OH:21])[C@H:15]2[O:16][CH2:17][CH2:18][CH3:19])[C:12](=[O:28])[N:11]=1)(=[O:8])[C:2]1[CH:7]=[CH:6][CH:5]=[CH:4][CH:3]=1.[CH3:29][O:30][C:31]1[C:32]([O:51][CH3:52])=[C:33]([CH:48]=[CH:49][CH:50]=1)[C:34](Cl)([C:41]1[CH:46]=[CH:45][CH:44]=[CH:43][CH:42]=1)[C:35]1[CH:40]=[CH:39][CH:38]=[CH:37][CH:36]=1>>[C:1]([NH:9][C:10]1[CH:27]=[CH:26][N:13]([C@@H:14]2[O:25][C@H:22]([CH2:23][O:24][C:34]([C:41]3[CH:46]=[CH:45][CH:44]=[CH:43][CH:42]=3)([C:35]3[CH:36]=[CH:37][CH:38]=[CH:39][CH:40]=3)[C:33]3[CH:48]=[CH:49][CH:50]=[C:31]([O:30][CH3:29])[C:32]=3[O:51][CH3:52])[C@@H:20]([OH:21])[C@H:15]2[O:16][CH2:17][CH2:18][CH3:19])[C:12](=[O:28])[N:11]=1)(=[O:8])[C:2]1[CH:3]=[CH:4][CH:5]=[CH:6][CH:7]=1. Procedure details: N4-Benzoyl-2'-O-propylcytidine (3.0 g, 0.007 mol) was treated with dimethoxytrityl chloride (1.5 g) as per the procedure of Example 72 to give 1.5 g of pure product. Anal. Calcd. for C40H42N3O8.1/2H2O: C, 68.45; H, 6.18; N, 5.99. Found: C, 68.39; H, 5.99; N, 5.95. Reactants: C, Cc1oc(-c2ccccc2)nc1CCOc1ccc(CCCC=C2OC(=O)NC2=O)cc1, C1CCOC1, [Pd]. The product is Cc1oc(-c2ccccc2)nc1CCOc1ccc(CCCCC2OC(=O)NC2=O)cc1. As a reaction SMILES: [C:33].[CH3:1][c:2]1[c:3]([CH2:13][CH2:14][O:15][c:16]2[cH:17][cH:18][c:19]([CH2:22][CH2:23][CH2:24][CH:25]=[C:26]3[C:27](=[O:32])[NH:28][C:29](=[O:31])[O:30]3)[cH:20][cH:21]2)[n:4][c:5](-[c:7]2[cH:8][cH:9][cH:10][cH:11][cH:12]2)[o:6]1.[O:35]1[CH2:36][CH2:37][CH2:38][CH2:39]1.[Pd:34]>>[CH3:1][c:2]1[c:3]([CH2:13][CH2:14][O:15][c:16]2[cH:17][cH:18][c:19]([CH2:22][CH2:23][CH2:24][CH2:25][CH:26]3[C:27](=[O:32])[NH:28][C:29](=[O:31])[O:30]3)[cH:20][cH:21]2)[n:4][c:5](-[c:7]2[cH:8][cH:9][cH:10][cH:11][cH:12]2)[o:6]1. The reactants are COC1=CC=C(CN2C3=C(C=4C=CC(=CC24)OS(=O)(=O)C(F)(F)F)N=C(C=C3C(=O)OC)C3=CC(=CC=C3)C(F)(F)F)C=C1 (methyl 5-(4-methoxybenzyl)-2-(3-(trifluoromethyl)phenyl)-7-(trifluoromethylsulfonyloxy)-5H-pyrido[3,2-b]indole-4-carboxylate), C[C@@H]1CNC[C@@H](O1)C (cis-2,6-dimethylmorpholine), P(=O)([O-])([O-])[O-].[K+].[K+].[K+] (potassium phosphate), C1(=C(C=CC=C1)P(C(C)(C)C)C(C)(C)C)C1=CC=CC=C1 (biphenyl-2-yldi-tert-butylphosphine). Reagents/catalysts: CC(=O)[O-].CC(=O)[O-].[Pd+2] (Pd(OAc)2). Reaction conditions: temperature 80 celsius. Product: C[C@@H]1O[C@@H](CN(C1)C=1C=CC=2C3=C(N(C2C1)CC1=CC=C(C=C1)OC)C(=CC(=N3)C3=CC(=CC=C3)C(F)(F)F)C(=O)OC)C (methyl 7-((2S,6R)-2,6-dimethylmorpholino)-5-(4-methoxybenzyl)-2-(3-(trifluoromethyl)phenyl)-5H-pyrido[3,2-b]indole-4-carboxylate). Yield: 56.3%. As a reaction SMILES: [CH3:1][O:2][C:3]1[CH:44]=[CH:43][C:6]([CH2:7][N:8]2[C:16]3[CH:15]=[C:14](OS(C(F)(F)F)(=O)=O)[CH:13]=[CH:12][C:11]=3[C:10]3[N:25]=[C:26]([C:33]4[CH:38]=[CH:37][CH:36]=[C:35]([C:39]([F:42])([F:41])[F:40])[CH:34]=4)[CH:27]=[C:28]([C:29]([O:31][CH3:32])=[O:30])[C:9]2=3)=[CH:5][CH:4]=1.[CH3:45][C@H:46]1[O:51][C@@H:50]([CH3:52])[CH2:49][NH:48][CH2:47]1.P([O-])([O-])([O-])=O.[K+].[K+].[K+].C1(C2C=CC=CC=2)C=CC=CC=1P(C(C)(C)C)C(C)(C)C>CC([O-])=O.CC([O-])=O.[Pd+2]>[CH3:45][C@H:46]1[CH2:47][N:48]([C:14]2[CH:13]=[CH:12][C:11]3[C:10]4[N:25]=[C:26]([C:33]5[CH:38]=[CH:37][CH:36]=[C:35]([C:39]([F:42])([F:40])[F:41])[CH:34]=5)[CH:27]=[C:28]([C:29]([O:31][CH3:32])=[O:30])[C:9]=4[N:8]([CH2:7][C:6]4[CH:43]=[CH:44][C:3]([O:2][CH3:1])=[CH:4][CH:5]=4)[C:16]=3[CH:15]=2)[CH2:49][C@@H:50]([CH3:52])[O:51]1 |f:2.3.4.5,7.8.9|. Procedure: A microwave vial containing a mixture of methyl 5-(4-methoxybenzyl)-2-(3-(trifluoromethyl)phenyl)-7-(trifluoromethylsulfonyloxy)-5H-pyrido[3,2-b]indole-4-carboxylate (51 mg, 0.08 mmol), cis-2,6-dimethylmorpholine (9.8 μL, 0.080 mmol), powdered potassium phosphate, tribasic (51 mg, 0.240 mmol), biphenyl-2-yldi-tert-butylphosphine (11 mg, 0.036 mmol), and Pd(OAc)2 (2.7 mg, 0.012 mmol) was flushed with nitrogen. DME (160 μL) was added and the vial was sealed and heated at 80° C. for 24 hr. The reac...